Dataset: the Open Reaction Database (ORD), a public repository of structured organic reaction records. Task: describe an organic reaction: reactants, conditions, products, and yield Reactants: C(#N)C1=CC2=C(C=C(O2)C(C2=C3C=CN(C3=C(C=C2OC)C)C(=O)OC(C)(C)C)O)C=C1 (tert-butyl 4-((6-cyanobenzofuran-2-yl)(hydroxy)methyl)-5-methoxy-7-methyl-1H-indole-1-carboxylate), C(=O)([O-])[O-].[Cs+].[Cs+] (Cs2CO3). The solvent is CO (MeOH). Reaction conditions: temperature 60 celsius. The product is OC(C=1OC2=C(C1)C=CC(=C2)C#N)C2=C1C=CNC1=C(C=C2OC)C ((±)-2-(hydroxy(5-methoxy-7-methyl-1H-indol-4-yl)methyl)benzofuran-6-carbonitrile). Reaction SMILES: [C:1]([C:3]1[CH:32]=[CH:31][C:6]2[CH:7]=[C:8]([CH:10]([OH:30])[C:11]3[C:19]([O:20][CH3:21])=[CH:18][C:17]([CH3:22])=[C:16]4[C:12]=3[CH:13]=[CH:14][N:15]4C(OC(C)(C)C)=O)[O:9][C:5]=2[CH:4]=1)#[N:2].C([O-])([O-])=O.[Cs+].[Cs+]>CO>[OH:30][CH:10]([C:11]1[C:19]([O:20][CH3:21])=[CH:18][C:17]([CH3:22])=[C:16]2[C:12]=1[CH:13]=[CH:14][NH:15]2)[C:8]1[O:9][C:5]2[CH:4]=[C:3]([C:1]#[N:2])[CH:32]=[CH:31][C:6]=2[CH:7]=1 |f:1.2.3|. Procedure details: To a solution of tert-butyl 4-((6-cyanobenzofuran-2-yl)(hydroxy)methyl)-5-methoxy-7-methyl-1H-indole-1-carboxylate (28 mg, 0.065 mmol) in MeOH (0.65 mL) at room temperature, Cs2CO3 (105 mg, 0.324 mmol) was added and the reaction was stirred at 60° C. After 30 minutes the reaction was cooled to room temperature and quenched with sat. aq. NH4Cl. The layers were separated and the aqueous layer was extracted with EtOAc. The combined organic phases were dried over MgSO4, filtered and concentrated. Th... Reactants: CS(C)=O, CC(C)N(C(C)C)C(C)C, O=C(Nc1cn2nc(Oc3cccc(NC(=O)c4cccc(C(F)(F)F)c4)c3)ccc2n1)OCC(Cl)(Cl)Cl, NCCOCCO. The product is O=C(NCCOCCO)Nc1cn2nc(Oc3cccc(NC(=O)c4cccc(C(F)(F)F)c4)c3)ccc2n1. As a reaction SMILES: [CH3:56][S:57](=[O:58])[CH3:59].[CH:46]([N:47]([CH:48]([CH3:49])[CH3:50])[CH:51]([CH3:52])[CH3:53])([CH3:54])[CH3:55].[F:1][C:2]([c:3]1[cH:4][c:5]([C:6](=[O:7])[NH:8][c:9]2[cH:10][c:11]([O:12][c:13]3[cH:14][cH:15][c:16]4[n:17]([n:18]3)[cH:19][c:20]([NH:22][C:23]([O:24][CH2:25][C:26]([Cl:27])([Cl:28])[Cl:29])=[O:30])[n:21]4)[cH:31][cH:32][cH:33]2)[cH:34][cH:35][cH:36]1)([F:37])[F:38].[NH2:39][CH2:40][CH2:41][O:42][CH2:43][CH2:44][OH:45]>>[F:1][C:2]([c:3]1[cH:4][c:5]([C:6](=[O:7])[NH:8][c:9]2[cH:10][c:11]([O:12][c:13]3[cH:14][cH:15][c:16]4[n:17]([n:18]3)[cH:19][c:20]([NH:22][C:23](=[O:30])[NH:39][CH2:40][CH2:41][O:42][CH2:43][CH2:44][OH:45])[n:21]4)[cH:31][cH:32][cH:33]2)[cH:34][cH:35][cH:36]1)([F:37])[F:38]. The product is CCOC(=O)N1CCc2c(oc3c(OC)ccc(C(=O)O)c23)C1. As a reaction SMILES: [CH3:33][C:34]([CH3:35])=[O:36].[CH:1](=[O:2])[c:3]1[cH:4][cH:5][c:6]([O:21][CH3:22])[c:7]2[c:8]1[c:9]1[c:10]([o:20]2)[CH2:11][N:12]([C:15](=[O:16])[O:17][CH2:18][CH3:19])[CH2:13][CH2:14]1.[Cl+:28]([O-:29])[O-:30].[NH2:23][S:24]([OH:25])(=[O:26])=[O:27].[Na+:31].[OH2:32]>>[C:1](=[O:2])([c:3]1[cH:4][cH:5][c:6]([O:21][CH3:22])[c:7]2[c:8]1[c:9]1[c:10]([o:20]2)[CH2:11][N:12]([C:15](=[O:16])[O:17][CH2:18][CH3:19])[CH2:13][CH2:14]1)[OH:25]. Starting materials: CC(C)=O, CCOC(=O)N1CCc2c(oc3c(OC)ccc(C=O)c23)C1, [O-][Cl+][O-], NS(=O)(=O)O, [Na+], O. Starting materials: Cl (HCl), C1=CC=CC=C1 (Benzene), [Cl-].[Al+3].[Cl-].[Cl-] (aluminum chloride), C(C)(=O)OCC (Ethyl acetate), BrC1=CC=C(C=C1)CC(=O)Cl (4-bromophenylacetyl chloride), C1=CC=CC=C1 (benzene), ice water. Run at time 1.25 hour. The product is BrC1=CC=C(C=C1)C(=O)CC1=CC=CC=C1 (4-bromodeoxybenzoin). Isolated yield 84.0%. As a reaction SMILES: [CH:1]1[CH:6]=[CH:5][CH:4]=[CH:3][CH:2]=1.[Cl-].[Al+3].[Cl-].[Cl-].[Br:11][C:12]1[CH:17]=[CH:16][C:15](CC(Cl)=O)=[CH:14][CH:13]=1.Cl.C([O:26][CH2:27][CH3:28])(=O)C>>[Br:11][C:12]1[CH:13]=[CH:14][C:15]([C:27]([CH2:28][C:1]2[CH:6]=[CH:5][CH:4]=[CH:3][CH:2]=2)=[O:26])=[CH:16][CH:17]=1 |f:1.2.3.4|. Procedure: Benzene (200 mL) and aluminum chloride (74 g, 0.558 mol) are mixed into a flask and the mixture of 4-bromophenylacetyl chloride and benzene in Step (a) is added dropwise allowing the reaction to evolve HCl. The reaction mixture is stirred at room temperature for 1 to 1.5 hours and poured into ice water. Ethyl acetate (1 L) is added to dissolve the precipitated solids. The layers are separated and the organic layer is washed successively with 1 M aqueous HCl, saturated aqueous NaHCO3, brine and t... Run at time 64 hour. The yield is 93.5%. Product: C1(CCCCC1)COC1=C(C=C(C=O)C=C1)OC (4-Cyclohexylmethoxy-3-methoxybenzaldehyde). The solvent is CCO (EtOH). As a reaction SMILES: Br[CH2:2][CH:3]1[CH2:8][CH2:7][CH2:6][CH2:5][CH2:4]1.[O:9]=[CH:10][C:11]1[CH:19]=[CH:18][C:16]([OH:17])=[C:13]([O:14][CH3:15])[CH:12]=1.C(=O)([O-])[O-].[K+].[K+]>CCO>[CH:3]1([CH2:2][O:17][C:16]2[CH:18]=[CH:19][C:11]([CH:10]=[O:9])=[CH:12][C:13]=2[O:14][CH3:15])[CH2:8][CH2:7][CH2:6][CH2:5][CH2:4]1 |f:2.3.4|. Procedure: Bromomethylcyclohexane (0.78 mL, 4.2 mmol) was added to a suspension of vanillin (0.43 g, 2.8 mmol) and potassium carbonate (1.17 g, 8.47 mmol) in EtOH (7.0 mL) and treated according to Procedure 3 for 64 h. 4-Cyclohexylmethoxy-3-methoxybenzaldehyde (0.65 g, 93%) was obtained as a yellow oil; δH (400 MHz, CDCl3) 1.05 (m, 2H, CH2), 1.15-1.36 (m, 4H, CH2), 1.73 (m, 2H, CH2), 1.87-1.98 (m, 2H, CH2, CH), 3.88 (d, J=6.0 Hz, 2H, OCH2), 3.92 (s, 3H, OCH3), 6.95 (d, J5,6=8.0 Hz, 1H, H5), 7.40 (d, J2,6=2... The reactants are BrCC1CCCCC1 (Bromomethylcyclohexane), O=CC1=CC(OC)=C(O)C=C1 (vanillin), C([O-])([O-])=O.[K+].[K+] (potassium carbonate). Reactants: C(C)OC(CCC=1C=C(C=CC1OC)C(CCC(=O)O)=O)=O (3-(3-ethoxy-3-oxopropyl)-4-methoxy-γ-oxobenzenebutanoic acid), Cl.N1=CC=CC=C1 (pyridine hydrochloride). Product: C(C)OC(CCC(C1=CC(=C(C=C1)O)CCC(=O)OCC)=O)=O (3-(3-Ethoxy-3-oxopropyl)-4-hydroxy-γ-oxobenzenebutanoic Acid Ethyl Ester). Isolated yield 4219.6%. RXN SMILES: [CH2:1]([O:3][C:4](=[O:22])[CH2:5][CH2:6][C:7]1[CH:8]=[C:9]([C:15](=[O:21])[CH2:16][CH2:17][C:18]([OH:20])=[O:19])[CH:10]=[CH:11][C:12]=1[O:13]C)[CH3:2].Cl.N1C=CC=[CH:26][CH:25]=1>>[CH2:25]([O:20][C:18](=[O:19])[CH2:17][CH2:16][C:15](=[O:21])[C:9]1[CH:10]=[CH:11][C:12]([OH:13])=[C:7]([CH2:6][CH2:5][C:4]([O:3][CH2:1][CH3:2])=[O:22])[CH:8]=1)[CH3:26] |f:1.2|. Procedure: Starting with a mixture of 6.48 g (21.0 mmol) of 3-(3-ethoxy-3-oxopropyl)-4-methoxy-γ-oxobenzenebutanoic acid and 24.4 g (0.211 mmol) of pyridine hydrochloride, the title compound (2.87 g, 42.4%) was obtained as a light-tan oil, using the procedure of example 140. Reactants: C1(CC1)C1=C(C(=NO1)C1=C(C=CC=C1Cl)Cl)CO ([5-cyclopropyl-3-(2,6-dichlorophenyl) -4-isoxazolyl]methanol), OC1=CC=C(C=C1)C=1C=C2C=CC(=NC2=CC1)C(=O)OC (methyl 6-(4-hydroxyphenyl)-2-quinolinecarboxylate), C1(=CC=CC=C1)P(C1=CC=CC=C1)C1=CC=CC=C1 (triphenylphosphine), N(=NC(=O)OC(C)C)C(=O)OC(C)C (diisopropyl azodicarboxylate). Run in ClCCl (dichloromethane). Run at temperature 90 celsius, time 8 hour. The product is C1(CC1)C1=C(C(=NO1)C1=C(C=CC=C1Cl)Cl)COC1=CC=C(C=C1)C=1C=C2C=CC(=NC2=CC1)C(=O)OC (methyl 6-[4-({[5-cyclopropyl-3-(2,6-dichlorophenyl)-4-isoxazolyl]methyl}oxy)phenyl]-2-quinolinecarboxylate). The yield is 31.6%. As a reaction SMILES: [CH:1]1([C:4]2[O:8][N:7]=[C:6]([C:9]3[C:14]([Cl:15])=[CH:13][CH:12]=[CH:11][C:10]=3[Cl:16])[C:5]=2[CH2:17][OH:18])[CH2:3][CH2:2]1.O[C:20]1[CH:25]=[CH:24][C:23]([C:26]2[CH:27]=[C:28]3[C:33](=[CH:34][CH:35]=2)[N:32]=[C:31]([C:36]([O:38][CH3:39])=[O:37])[CH:30]=[CH:29]3)=[CH:22][CH:21]=1.C1(P(C2C=CC=CC=2)C2C=CC=CC=2)C=CC=CC=1.N(C(OC(C)C)=O)=NC(OC(C)C)=O>ClCCl>[CH:1]1([C:4]2[O:8][N:7]=[C:6]([C:9]3[C:10]([Cl:16])=[CH:11][CH:12]=[CH:13][C:14]=3[Cl:15])[C:5]=2[CH2:17][O:18][C:20]2[CH:21]=[CH:22][C:23]([C:26]3[CH:27]=[C:28]4[C:33](=[CH:34][CH:35]=3)[N:32]=[C:31]([C:36]([O:38][CH3:39])=[O:37])[CH:30]=[CH:29]4)=[CH:24][CH:25]=2)[CH2:3][CH2:2]1. Procedure details: To a solution of [5-cyclopropyl-3-(2,6-dichlorophenyl) -4-isoxazolyl]methanol (0.10 g, 0.36 mmol), methyl 6-(4-hydroxyphenyl)-2-quinolinecarboxylate (0.10 g, 0.36 mmol) and triphenylphosphine (0.10 g, 0.39 mmol) in dichloromethane (2.5 mL) was added diisopropyl azodicarboxylate (0.071 mL, 0.39 mmol) dropwise. The solution was heated in a microwave reactor to 90° C. for 10 minutes and then allowed to sit overnight. The solution was adsorbed onto silica gel and purified by chromatography (silica g... Reactants: COc1cc(C(F)(F)F)cc(OCc2ccccc2)c1C(N)=O, ClCCl, O=NOS(=O)(=O)O, O. Yields the product COc1cc(C(F)(F)F)cc(OCc2ccccc2)c1C(=O)O. RXN SMILES: [CH2:8]([c:9]1[cH:10][cH:11][cH:12][cH:13][cH:14]1)[O:15][c:16]1[c:17]([C:18](=[O:19])[NH2:20])[c:21]([O:29][CH3:30])[cH:22][c:23]([C:25]([F:26])([F:27])[F:28])[cH:24]1.[Cl:32][CH2:33][Cl:34].[N:1](=[O:2])[O:3][S:4](=[O:5])(=[O:6])[OH:7].[OH2:31]>>[OH:2][C:18]([c:17]1[c:16]([O:15][CH2:8][c:9]2[cH:10][cH:11][cH:12][cH:13][cH:14]2)[cH:24][c:23]([C:25]([F:26])([F:27])[F:28])[cH:22][c:21]1[O:29][CH3:30])=[O:19]. Reactants: CCCc1nc(C)c(-c2c(O)cccc2Cl)o1, COc1cc(OC)nc(S(C)(=O)=O)n1, O=C([O-])[O-], CN(C)C=O, O. Product: CCCc1nc(C)c(-c2c(Cl)cccc2Oc2nc(OC)cc(OC)n2)o1. As a reaction SMILES: [CH2:6]([CH2:7][CH3:8])[c:9]1[o:10][c:11](-[c:15]2[c:16]([Cl:22])[cH:17][cH:18][cH:19][c:20]2[OH:21])[c:12]([CH3:14])[n:13]1.[CH3:23][S:24](=[O:25])(=[O:26])[c:27]1[n:28][c:29]([O:35][CH3:36])[cH:30][c:31]([O:33][CH3:34])[n:32]1.[O-:37][C:38](=[O:39])[O-:40].[O:1]=[CH:2][N:3]([CH3:4])[CH3:5].[OH2:41]>>[CH2:6]([CH2:7][CH3:8])[c:9]1[o:10][c:11](-[c:15]2[c:16]([Cl:22])[cH:17][cH:18][cH:19][c:20]2[O:21][c:27]2[n:28][c:29]([O:35][CH3:36])[cH:30][c:31]([O:33][CH3:34])[n:32]2)[c:12]([CH3:14])[n:13]1. Starting materials: N1C=C(C=C1)CC(=O)O ((1H-pyrrol-3-yl)-acetic acid), C(C1=CC=CC=C1)[C@H]1CN(CCN1)C1=CC(=C(C=C1)OC)OC(C)C (3(S)-benzyl-1-(3-isopropoxy-4-methoxy-phenyl)-piperazine), C(C1=CC=CC=C1)[C@H]1CN(CCN1)C1=CC(=C(C=C1)OC)OC(C)C (3(S)-benzyl-1-(3-isopropoxy-4-methoxy-phenyl)-piperazine). The product is C(C1=CC=CC=C1)[C@@H]1N(CCN(C1)C1=CC(=C(C=C1)OC)OC(C)C)C(CC1=CNC=C1)=O ((S)-1-(2-benzyl-4-(3-isopropoxy-4-methoxyphenyl)piperazin-1-yl)-2-(1H-pyrrol-3-yl)ethanone). Reaction SMILES: [NH:1]1[CH:5]=[CH:4][C:3]([CH2:6][C:7]([OH:9])=O)=[CH:2]1.[CH2:10]([C@@H:17]1[NH:22][CH2:21][CH2:20][N:19]([C:23]2[CH:28]=[CH:27][C:26]([O:29][CH3:30])=[C:25]([O:31][CH:32]([CH3:34])[CH3:33])[CH:24]=2)[CH2:18]1)[C:11]1[CH:16]=[CH:15][CH:14]=[CH:13][CH:12]=1>>[CH2:10]([C@H:17]1[CH2:18][N:19]([C:23]2[CH:28]=[CH:27][C:26]([O:29][CH3:30])=[C:25]([O:31][CH:32]([CH3:34])[CH3:33])[CH:24]=2)[CH2:20][CH2:21][N:22]1[C:7](=[O:9])[CH2:6][C:3]1[CH:4]=[CH:5][NH:1][CH:2]=1)[C:11]1[CH:12]=[CH:13][CH:14]=[CH:15][CH:16]=1. Reported procedure: Prepared by the method outlined for Example 189 using (1H-pyrrol-3-yl)-acetic acid and 3(S)-benzyl-1-(3-(1-methylethoxy)-4-methoxy-phenyl)-piperazine (Example 9, Compound 97) as starting materials. Product as an oil. LC/MS (Method B) 2.75 min, [M+1]+ 448. Potency class A.